This data is from the Open Reaction Database (ORD), a public repository of structured organic reaction records. The task is: describe an organic reaction: reactants, conditions, products, and yield Reactants: Cl, CC(=O)C1=CCC2C3CCC4CC(O)CCC4(C)C3CCC12C, Cc1ccc(S(=O)(=O)Cl)cc1, c1ccncc1. Product: CC(=O)C1=CCC2C3CCC4CC(OS(=O)(=O)c5ccc(C)cc5)CCC4(C)C3CCC12C. As a reaction SMILES: [ClH:35].[OH:1][CH:2]1[CH2:3][CH:4]2[CH2:5][CH2:6][CH:7]3[CH:8]4[CH2:9][CH:10]=[C:11]([C:12]([CH3:13])=[O:14])[C:15]4([CH3:23])[CH2:16][CH2:17][CH:18]3[C:19]2([CH3:22])[CH2:20][CH2:21]1.[c:24]1([CH3:34])[cH:25][cH:26][c:27]([S:30](=[O:31])(=[O:32])[Cl:33])[cH:28][cH:29]1.[cH:36]1[cH:37][cH:38][n:39][cH:40][cH:41]1>>[O:1]([CH:2]1[CH2:3][CH:4]2[CH2:5][CH2:6][CH:7]3[CH:8]4[CH2:9][CH:10]=[C:11]([C:12]([CH3:13])=[O:14])[C:15]4([CH3:23])[CH2:16][CH2:17][CH:18]3[C:19]2([CH3:22])[CH2:20][CH2:21]1)[S:30]([c:27]1[cH:26][cH:25][c:24]([CH3:34])[cH:29][cH:28]1)(=[O:31])=[O:32]. Reactants: N1C=CC2=CC=C(C=C12)C(=O)O (indole-6-carboxylic acid), ClN1C(CCC1=O)=O (N-chlorosuccinimide). Solvent: ClCCl (dichloromethane), CN(C)C=O (DMF). Conditions: time 3 hour. Yields the product ClC1=CNC2=CC(=CC=C12)C(=O)O (3-Chloroindole-6-carboxylic acid). The yield is 80.0%. Reaction SMILES: [NH:1]1[C:9]2[C:4](=[CH:5][CH:6]=[C:7]([C:10]([OH:12])=[O:11])[CH:8]=2)[CH:3]=[CH:2]1.[Cl:13]N1C(=O)CCC1=O>ClCCl.CN(C=O)C>[Cl:13][C:3]1[C:4]2[C:9](=[CH:8][C:7]([C:10]([OH:12])=[O:11])=[CH:6][CH:5]=2)[NH:1][CH:2]=1. Reported procedure: To a solution of indole-6-carboxylic acid (2.45 g, 15.2 mmol) in dichloromethane (100 mL) and DMF (10 mL) was added N-chlorosuccinimide (2 g, 15.2 mmol). After 3 h, the solvent was removed in vacuo and the residue was suspended in dichloromethane, sonicated and filtered to give 2.38 g (80%) of the title compound. The solvent is O (water). Yields the product OC1=CC=C(OC=2C=C(C(=O)O)C=CC2)C=C1 (3-(4-hydroxyphenoxy)benzoic acid). As a reaction SMILES: C[O:2][C:3]1[CH:18]=[CH:17][C:6]([O:7][C:8]2[CH:9]=[C:10]([CH:14]=[CH:15][CH:16]=2)[C:11]([OH:13])=[O:12])=[CH:5][CH:4]=1.Br.C(O)(=O)C>O>[OH:2][C:3]1[CH:18]=[CH:17][C:6]([O:7][C:8]2[CH:9]=[C:10]([CH:14]=[CH:15][CH:16]=2)[C:11]([OH:13])=[O:12])=[CH:5][CH:4]=1. Reported procedure: A mixture of 73 g of 3-(4-methoxyphenoxy)benzoic acid, 300 ml of 48% hydrobromic acid, and 600 ml of acetic acid was heated at reflux for 48 hours. The reaction mixture was allowed to cool to ambient temperature, poured into cold water, and extracted with ethyl acetate. The organic extracts were dried and concentrated in vacuo. The residue was crystallized from ethyl/hexane providing 39.41 g of the desired subtitle intermediate, m.p. 172°-174° C. Starting materials: COC1=CC=C(OC=2C=C(C(=O)O)C=CC2)C=C1 (3-(4-methoxyphenoxy)benzoic acid), Br (hydrobromic acid), C(C)(=O)O (acetic acid).